This data is from the Open Reaction Database (ORD), a public repository of structured organic reaction records. The task is: describe an organic reaction: reactants, conditions, products, and yield The reactants are C(C(=O)Cl)(=O)Cl (Oxalyl chloride), ice, C(C1=CC=CC=C1)N1[C@H](CC[C@H]1C(NCC1=CC=CC=C1)=O)C(=O)O (cis-1-Benzyl-5-(N-benzylcarbamoyl)-pyrrolidine-2-carboxylic acid). Run in C(Cl)Cl (CH2Cl2). The product is Cl.C(C1=CC=CC=C1)N1C(C2CCC(C1=O)N2CC2=CC=CC=C2)=O (3,8-Dibenzyl-3,8-diazabicyclo[3.2.1]octan-2,4-dione hydrochloride). Yield: 79.1%. As a reaction SMILES: C(Cl)(=O)C([Cl:4])=O.[CH2:7]([N:14]1[C@H:18]([C:19](=[O:28])[NH:20][CH2:21][C:22]2[CH:27]=[CH:26][CH:25]=[CH:24][CH:23]=2)[CH2:17][CH2:16][C@@H:15]1[C:29]([OH:31])=O)[C:8]1[CH:13]=[CH:12][CH:11]=[CH:10][CH:9]=1>C(Cl)Cl>[ClH:4].[CH2:21]([N:20]1[C:29](=[O:31])[CH:15]2[N:14]([CH2:7][C:8]3[CH:13]=[CH:12][CH:11]=[CH:10][CH:9]=3)[CH:18]([CH2:17][CH2:16]2)[C:19]1=[O:28])[C:22]1[CH:27]=[CH:26][CH:25]=[CH:24][CH:23]=1 |f:3.4|. Reported procedure: Oxalyl chloride (18.5 g, 0.14 mol) was added dropwise to an ice cold suspension of cis-1-benzyl-5-(N-benzylcarbamoyl)-pyrrolidine-2-carboxylic acid (49.5 g, 0.14 mol; from step (b) above) in CH2Cl2 (500 mL) at such a rate that the reaction temperature did not exceed 8° C. The reaction slowly warmed to room temperature overnight with stirring. The reaction mixture was then concentrated in vacuo. The residue was slurried with 2-propanol and filtered to afford 39.5 g (84%) of the sub-title compound...